From a dataset of the Open Reaction Database (ORD), a public repository of structured organic reaction records. describe an organic reaction: reactants, conditions, products, and yield Starting materials: ClC=1C=CC(=C(C1)[C@@]1(C(N(C2=CC(=CC=C12)C(F)(F)F)C(=O)Cl)=O)F)OC ((S)-3-(5-chloro-2-methoxyphenyl)-3-fluoro-2-oxo-6-(trifluoromethyl)-indoline-1-carbonyl chloride), N1=CC=CC=C1 (pyridine), C(CO)(=O)OCC1=CC=CC=C1 (benzyl glycolate). Solvent: C1(=CC=CC=C1)C (toluene), C(Cl)Cl (methylene chloride), ClCCl (dichloromethane). Yields the product ClC=1C=CC(=C(C1)[C@@]1(C(N(C2=CC(=CC=C12)C(F)(F)F)C(=O)OCC(=O)O)=O)F)OC ((S)-2-(3-(5-chloro-2-methoxyphenyl)-3-fluoro-2-oxo-6-(trifluoromethyl)indoline-1-carbonyloxy)acetic acid). Reaction SMILES: [Cl:1][C:2]1[CH:3]=[CH:4][C:5]([O:26][CH3:27])=[C:6]([C@@:8]2([F:25])[C:16]3[C:11](=[CH:12][C:13]([C:17]([F:20])([F:19])[F:18])=[CH:14][CH:15]=3)[N:10]([C:21](Cl)=[O:22])[C:9]2=[O:24])[CH:7]=1.N1C=CC=CC=1.[C:34]([O:38]CC1C=CC=CC=1)(=[O:37])[CH2:35][OH:36]>C1(C)C=CC=CC=1.C(Cl)Cl>[Cl:1][C:2]1[CH:3]=[CH:4][C:5]([O:26][CH3:27])=[C:6]([C@@:8]2([F:25])[C:16]3[C:11](=[CH:12][C:13]([C:17]([F:18])([F:19])[F:20])=[CH:14][CH:15]=3)[N:10]([C:21]([O:36][CH2:35][C:34]([OH:38])=[O:37])=[O:22])[C:9]2=[O:24])[CH:7]=1. Reported procedure: To a solution of (S)-XI in toluene and methylene chloride was added 0.6 mL of pyridine followed by the addition of benzyl glycolate (0.878 mL). The resulting mixture was stirred at room temperature for an hour. This reaction mixture was diluted with dichloromethane and washed with water. The organic layer was dried over Na2SO4 and condensed by rotary evaporation. The residue was chromatographed on a silica gel flash column packed with ethyl acetate: hexane (v/v, 10:1) and washed with dichloromet... Yields the product Cc1ccc(F)c(F)c1C=O. Reaction SMILES: [CH3:18][N:19]([CH:20]=[O:21])[CH3:22].[CH3:23][C:24](=[O:25])[OH:26].[CH:10]([NH:11][CH:12]([CH3:13])[CH3:14])([CH3:15])[CH3:16].[F:1][c:2]1[c:3]([F:9])[cH:4][c:5]([CH3:8])[cH:6][cH:7]1.[Li:17].[O:27]1[CH2:28][CH2:29][CH2:30][CH2:31]1.[OH2:32]>>[F:1][c:2]1[c:3]([F:9])[c:4]([CH:20]=[O:21])[c:5]([CH3:8])[cH:6][cH:7]1. Starting materials: CN(C)C=O, CC(=O)O, CC(C)NC(C)C, Cc1ccc(F)c(F)c1, [Li], C1CCOC1, O.